Dataset: the Open Reaction Database (ORD), a public repository of structured organic reaction records. Task: describe an organic reaction: reactants, conditions, products, and yield The reactants are [Br-], C1CCOC1, [Mg+]C1CC1, Cc1ccncc1N1CCN(c2ccc(C=O)c(F)c2)C1=O. Product: Cc1ccncc1N1CCN(c2ccc(C(O)C3CC3)c(F)c2)C1=O. Reaction SMILES: [Br-:1].[CH2:28]1[O:29][CH2:30][CH2:31][CH2:32]1.[CH:2]1([Mg+:5])[CH2:3][CH2:4]1.[F:6][c:7]1[c:8]([CH:9]=[O:10])[cH:11][cH:12][c:13]([N:15]2[C:16](=[O:27])[N:17]([c:20]3[cH:21][n:22][cH:23][cH:24][c:25]3[CH3:26])[CH2:18][CH2:19]2)[cH:14]1>>[CH:2]1([CH:9]([c:8]2[c:7]([F:6])[cH:14][c:13]([N:15]3[C:16](=[O:27])[N:17]([c:20]4[cH:21][n:22][cH:23][cH:24][c:25]4[CH3:26])[CH2:18][CH2:19]3)[cH:12][cH:11]2)[OH:10])[CH2:3][CH2:4]1. Reactants: C(C)OC(=O)C=1C=CC2=C(NC3=C2C(CCC3(C)C)CCCCCCCC)C1 (5,6,7,8-tetrahydro-6,6-dimethyl-9-octyl-9H-dibenzo[b,d]pyrrole-3-carboxylic acid ethyl ester), CC1(CCC(C=2C3=C(NC21)C=C(C=C3)CO)CCCCCCCC)C (5,6,7,8-tetrahydro-6,6-dimethyl9-octyl-9H-dibenzo[b,d]pyrrole-3-methanol). Yields the product CC1(C=CC(C=2C3=C(NC21)CC(CC3)CO)CCCCCCCC)C (tetrahydro-6.6-dimethyl-9-octyl-9H-dibenzo[b,d]pyrrole-3-methanol). Reaction SMILES: C([O:3][C:4]([C:6]1[CH:7]=[CH:8][C:9]2[C:13]3[CH:14]([CH2:20][CH2:21][CH2:22][CH2:23][CH2:24][CH2:25][CH2:26][CH3:27])[CH2:15][CH2:16][C:17]([CH3:19])([CH3:18])[C:12]=3[NH:11][C:10]=2[CH:28]=1)=O)C.CC1(C)C2NC3C=C(CO)C=CC=3C=2C(CCCCCCCC)CC1>>[CH3:18][C:17]1([CH3:19])[C:12]2[NH:11][C:10]3[CH2:28][CH:6]([CH2:4][OH:3])[CH2:7][CH2:8][C:9]=3[C:13]=2[CH:14]([CH2:20][CH2:21][CH2:22][CH2:23][CH2:24][CH2:25][CH2:26][CH3:27])[CH:15]=[CH:16]1. Procedure: Using the condition described in Example 16, 4.6 g of the ethyl ester from Example 13 was reduced to 5,6,7,8-tetrahydro-6,6-dimethyl9-octyl-9H-dibenzo[b,d]pyrrole-3-methanol (3.9 g; 95%) as a yellow oil after purification on a small pad of silica gel. Starting materials: I(=O)(=O)(=O)[O-].[Na+] (sodium periodate), N1(N=CC=C1)C1=CC=C(CC=2C(=C(C(=C(C(=O)OC)C2)C=C)F)C)C=C1 (methyl 5-(4-(1H-pyrazol-1-yl)benzyl)-3-fluoro-4-methyl-2-vinylbenzoate), CC(=O)C (acetone), C(C)#N (acetonitrile). Reagents/catalysts: [Os]=O (osmium oxide), [Os]=O (osmium oxide). Run in O (water). Run at time 8 hour. Product: N1(N=CC=C1)C1=CC=C(CC=2C(=C(C(=C(C(=O)OC)C2)C=O)F)C)C=C1 (methyl 5-(4-(1H-pyrazol-1-yl)benzyl)-3-fluoro-2-formyl-4-methylbenzoate). As a reaction SMILES: [N:1]1([C:6]2[CH:26]=[CH:25][C:9]([CH2:10][C:11]3[C:12]([CH3:24])=[C:13]([F:23])[C:14]([CH:21]=C)=[C:15]([CH:20]=3)[C:16]([O:18][CH3:19])=[O:17])=[CH:8][CH:7]=2)[CH:5]=[CH:4][CH:3]=[N:2]1.CC(C)=[O:29].C(#N)C.I([O-])(=O)(=O)=O.[Na+]>[Os]=O.O>[N:1]1([C:6]2[CH:26]=[CH:25][C:9]([CH2:10][C:11]3[C:12]([CH3:24])=[C:13]([F:23])[C:14]([CH:21]=[O:29])=[C:15]([CH:20]=3)[C:16]([O:18][CH3:19])=[O:17])=[CH:8][CH:7]=2)[CH:5]=[CH:4][CH:3]=[N:2]1 |f:3.4|. Reported procedure: To a mixture of methyl 5-(4-(1H-pyrazol-1-yl)benzyl)-3-fluoro-4-methyl-2-vinylbenzoate (0.21 g), acetone (2.3 mL), acetonitrile (2.3 mL) and water (2.3 mL) were added osmium oxide (fixed catalyst I) (0.08 g) and sodium periodate (0.63 g) at room temperature, and the mixture was stirred overnight at the same temperature. The insoluble substance was removed by filtration, and the filtrate was diluted with ethyl acetate. The solution was washed with saturated brine, and dried over anhydrous magnesi... The reactants are C=CCBr, Cl, [Na+], [Na+], O=C([O-])[O-], O, O=C(O)c1ccc(O)c(=O)[nH]1. Yields the product C=CCOc1ccc(C(=O)O)[nH]c1=O. As a reaction SMILES: [CH2:18]([CH:19]=[CH2:20])[Br:21].[ClH:22].[Na+:12].[Na+:13].[O-:14][C:15](=[O:16])[O-:17].[OH2:23].[OH:1][c:2]1[c:3](=[O:11])[nH:4][c:5]([C:8](=[O:9])[OH:10])[cH:6][cH:7]1>>[O:1]([c:2]1[c:3](=[O:11])[nH:4][c:5]([C:8](=[O:9])[OH:10])[cH:6][cH:7]1)[CH2:20][CH:19]=[CH2:18].